From a dataset of the Open Reaction Database (ORD), a public repository of structured organic reaction records. describe an organic reaction: reactants, conditions, products, and yield Reactants: CC([C@H](C(=O)O)N1C(C2=CC(=CC=C2C1)C1=CC=C(C=C1)NC(=O)NC1=CC(=CC=C1)C(F)(F)F)=O)C ((R)-3-Methyl-2-(1-oxo-6-(4-(3-(3-(trifluoromethyl)phenyl)ureido)phenyl)iso indolin-2-yl)butanoic acid), O=C1N(CC2=CC=C(C=C12)C1=CC=C(C=C1)NC(=O)NC1=CC(=CC=C1)C(F)(F)F)CC(=O)OC (Methyl 2-(1-oxo-6-(4-(3-(3-(trifluoromethyl)phenyl)ureido)phenyl)isoindolin-2-yl)acetate). The product is O=C1N(CC2=CC=C(C=C12)C1=CC=C(C=C1)NC(=O)NC1=CC(=CC=C1)C(F)(F)F)CC(=O)O (2-(1-Oxo-6-(4-(3-(3-(trifluoromethyl)phenyl)ureido)phenyl)isoindolin-2-yl)acetic acid). Yield: 91.0%. As a reaction SMILES: CC(C)[C@@H:3]([N:7]1[CH2:15][C:14]2[C:9](=[CH:10][C:11]([C:16]3[CH:21]=[CH:20][C:19]([NH:22][C:23]([NH:25][C:26]4[CH:31]=[CH:30][CH:29]=[C:28]([C:32]([F:35])([F:34])[F:33])[CH:27]=4)=[O:24])=[CH:18][CH:17]=3)=[CH:12][CH:13]=2)[C:8]1=[O:36])[C:4]([OH:6])=[O:5].O=C1C2C(=CC=C(C3C=CC(NC(NC4C=CC=C(C(F)(F)F)C=4)=O)=CC=3)C=2)CN1CC(OC)=O>>[O:36]=[C:8]1[C:9]2[C:14](=[CH:13][CH:12]=[C:11]([C:16]3[CH:21]=[CH:20][C:19]([NH:22][C:23]([NH:25][C:26]4[CH:31]=[CH:30][CH:29]=[C:28]([C:32]([F:34])([F:33])[F:35])[CH:27]=4)=[O:24])=[CH:18][CH:17]=3)[CH:10]=2)[CH2:15][N:7]1[CH2:3][C:4]([OH:6])=[O:5]. Reported procedure: The compound of example 334 was prepared analogous to compound of example 331 by hydrolysis of the compound of example 333.